This data is from the Open Reaction Database (ORD), a public repository of structured organic reaction records. The task is: describe an organic reaction: reactants, conditions, products, and yield Starting materials: ClC=1C(=CC2=C(N(C(=N2)CCCCO)COCC[Si](C)(C)C)C1)C(F)(F)F (4-[6-chloro-5-(trifluoromethyl)-1-{[2-(trimethylsilyl)ethoxy]methyl}-1H-1,3-benzodiazol-2-yl]butan-1-ol), C(Cl)Cl (DCM), CC(=O)OI1(C=2C=CC=CC2C(=O)O1)(OC(=O)C)OC(=O)C (Dess-Martin reagent). Run at time 4 hour. The product is ClC1=CC2=C(N(C(=N2)CCCC=O)COCC[Si](C)(C)C)C=C1Cl (4-(5,6-Dichloro-1-{[2-(trimethylsilyl)ethoxy]methyl}-1H-1,3-benzodiazol-2-yl)butanal). As a reaction SMILES: [Cl:1][C:2]1[C:3](C(F)(F)F)=[CH:4][C:5]2[N:9]=[C:8]([CH2:10][CH2:11][CH2:12][CH2:13][OH:14])[N:7]([CH2:15][O:16][CH2:17][CH2:18][Si:19]([CH3:22])([CH3:21])[CH3:20])[C:6]=2[CH:23]=1.CC(OI1(OC(C)=O)(OC(C)=O)OC(=O)C2C=CC=CC1=2)=O.C(Cl)[Cl:51]>>[Cl:51][C:3]1[C:2]([Cl:1])=[CH:23][C:6]2[N:7]([CH2:15][O:16][CH2:17][CH2:18][Si:19]([CH3:22])([CH3:21])[CH3:20])[C:8]([CH2:10][CH2:11][CH2:12][CH:13]=[O:14])=[N:9][C:5]=2[CH:4]=1. Procedure details: 4-[6-chloro-5-(trifluoromethyl)-1-{[2-(trimethylsilyl)ethoxy]methyl}-1H-1,3-benzodiazol-2-yl]butan-1-ol (1.00 g, 2.36 mmol) was dissolved in DCM (30 ml) and Dess-Martin reagent (1.10 g, 2.60 mmol) was added at r.t. The reaction was left for 4 hrs. The reaction was quenched by the addition of 1M Na2S2O3 solution (10 ml), sat. NaHCO3 solution (40 ml) and DCM (80 ml). The organic layer was separated and the aqueous layer was extracted with DCM (3×80 ml). The combined organic layers were dried over ... The reactants are [N+](=O)([O-])C1=CC(=C(C=C1)O)OC(F)(F)F (4-nitro-2-trifluoromethoxyphenol), reduced iron, [Cl-].N (ammonia chloride), C(C)O (ethanol). Run in O (water). Run at temperature 50 celsius. Yields the product NC1=CC(=C(C=C1)O)OC(F)(F)F (4-amino-2-trifluoromethoxyphenol). Yield: 74.6%. As a reaction SMILES: [N+:1]([C:4]1[CH:9]=[CH:8][C:7]([OH:10])=[C:6]([O:11][C:12]([F:15])([F:14])[F:13])[CH:5]=1)([O-])=O.[Cl-].N.C(O)C>O>[NH2:1][C:4]1[CH:9]=[CH:8][C:7]([OH:10])=[C:6]([O:11][C:12]([F:13])([F:14])[F:15])[CH:5]=1 |f:1.2|. Procedure: 223 mg (1.0 mmol) of 4-nitro-2-trifluoromethoxyphenol, 224 mg (4.0 mmol) of reduced iron powder, and 321 mg (6.0 mmol) of ammonia chloride were successively added to a mixture of 20 mL of ethanol and 6.0 mL of water under argon atmosphere with mechanical stirring. The mixture was slowly heated to 50° C. and allowed to react at this temperature for 1.5 h until the solution turned brown. The reaction was stopped, naturally cooled, filtered under reduced pressure, and the filter cake was washed wit... The reactants are Cc1c(C(=O)O)oc2ccccc12, CNc1ccc(OC)cc1. Reagents/catalysts: CCN=C=NCCCN(C)C.Cl (EDC-HCl), CCN(CC)CC (TEA), C1CC(=O)N(C1=O)O (N-Hydroxysuccinimide). Solvent: CN(C)C=O (DMF), CN(C)C=O (DMF), CN(C)C=O (DMF), CN(C)C=O (DMF), CN(C)C=O (DMF), CN(C)C=O (DMF). Conditions: temperature 25 celsius, time 2 hour. The product is COc1ccc(N(C)C(=O)c2oc3ccccc3c2C)cc1. Isolated yield 1.4%. Reaction SMILES: CNc1ccc(OC)cc1.Cc1c(C(=O)O)oc2ccccc12.CCN=C=NCCCN(C)C.Cl.C1CC(=O)N(C1=O)O.CCN(CC)CC.CN(C)C=O>>COc1ccc(N(C)C(=O)c2oc3ccccc3c2C)cc1. The product is BrCC1=CC2=C(N3C(C4(O2)CCN(CC4)C(=O)OC(C)(C)C)=CC=C3C#N)C=C1 (tert-butyl 7′-(bromomethyl)-1′-cyano-spiro[piperidine-4,4′-pyrrolo[2,1-c][1,4]benzoxazine]-1-carboxylate). Isolated yield 47.6%. Reported procedure: tert-Butyl 1′-cyano-7′-methyl-spiro[piperidine-4,4′-pyrrolo[2,1-c][1,4]benzoxazine]-1-carboxylate (200 mg, 0.527 mmol), 1-bromopyrrolidine-2,5-dione (93.8 mg, 0.527 mmol), and 2-(1-cyano-1-methyl-ethyl)azo-2-methyl-propanenitrile (8.66 mg, 0.0527 mmol) were combined in carbon tetrachloride (10 mL) and the mixture was heated at 80° C. for 4 hours. The mixture was washed with water, dried over sodium sulfate and concentrated under reduced pressure. The residue was purified by column chromatography... RXN SMILES: [C:1]([C:3]1[N:11]2[C:6]([C:7]3([CH2:21][CH2:20][N:19]([C:22]([O:24][C:25]([CH3:28])([CH3:27])[CH3:26])=[O:23])[CH2:18][CH2:17]3)[O:8][C:9]3[CH:15]=[C:14]([CH3:16])[CH:13]=[CH:12][C:10]=32)=[CH:5][CH:4]=1)#[N:2].[Br:29]N1C(=O)CCC1=O.C(C(N=NC(C)(C)C#N)(C)C)#N>C(Cl)(Cl)(Cl)Cl>[Br:29][CH2:16][C:14]1[CH:13]=[CH:12][C:10]2[N:11]3[C:3]([C:1]#[N:2])=[CH:4][CH:5]=[C:6]3[C:7]3([CH2:21][CH2:20][N:19]([C:22]([O:24][C:25]([CH3:28])([CH3:27])[CH3:26])=[O:23])[CH2:18][CH2:17]3)[O:8][C:9]=2[CH:15]=1. Run in C(Cl)(Cl)(Cl)Cl (carbon tetrachloride). Reactants: C(#N)C1=CC=C2C3(OC4=C(N21)C=CC(=C4)C)CCN(CC3)C(=O)OC(C)(C)C (tert-Butyl 1′-cyano-7′-methyl-spiro[piperidine-4,4′-pyrrolo[2,1-c][1,4]benzoxazine]-1-carboxylate), BrN1C(CCC1=O)=O (1-bromopyrrolidine-2,5-dione), C(#N)C(C)(C)N=NC(C#N)(C)C (2-(1-cyano-1-methyl-ethyl)azo-2-methyl-propanenitrile). Conditions: temperature 80 celsius. The solvent is C1(=CC=CC=C1)C (toluene), O (water). Reported procedure: A mixture of 100 parts of 3'-bromo-2'-methylacetophenone, 30 parts of ethylene glycol, 320 parts of anhydrous toluene and 2 parts of p-toluenesulfonic acid is stirred and refluxed for 4 hours with water-separator. A second fraction of 30 parts of ethylene glycol is added and stirring at reflux is continued for 18 hours. The reaction mixture is cooled and stirred for 30 minutes with 5 parts of sodium carbonate. The organic layer is separated, washed twice with water, dried and evaporated. The res... Reactants: 100, BrC=1C(=C(C=CC1)C(C)=O)C (3'-bromo-2'-methylacetophenone), C1(=CC=C(C=C1)S(=O)(=O)O)C (p-toluenesulfonic acid), C(CO)O (ethylene glycol), 30, C(CO)O (ethylene glycol), C([O-])([O-])=O.[Na+].[Na+] (sodium carbonate). Run at time 18 hour. Yields the product BrC=1C(=C(C=CC1)C)C1(OCCO1)C (2-(3-bromo-o-tolyl)-2-methyl-1,3-dioxolane). As a reaction SMILES: [Br:1][C:2]1[C:3](C)=[C:4]([C:8](=O)C)[CH:5]=[CH:6][CH:7]=1.[C:12]1(C)C=CC(S(O)(=O)=O)=C[CH:13]=1.[C:23](=[O:26])([O-])[O-:24].[Na+].[Na+].[CH2:29](O)CO>O.C1(C)C=CC=CC=1>[Br:1][C:2]1[C:3]([C:23]2([CH3:29])[O:26][CH2:13][CH2:12][O:24]2)=[C:4]([CH3:8])[CH:5]=[CH:6][CH:7]=1 |f:2.3.4|. Starting materials: C1(CCCC1)NC1=NC(=NC(=C1C)C)NCC1=NC=CC=C1 (N4-cyclopentyl-5,6-dimethyl-N2-(pyridin-2-ylmethyl)pyrimidine-2,4-diamine), FC=1C=CC(=C(C1)N)C ((5-fluoro-2-methylphenyl)amine). The product is FC=1C=CC(=C(C1)NC1=NC(=NC(=C1C)C)NCC1=NC=CC=C1)C (N4-(5-fluoro-2-methylphenyl)-5,6-dimethyl-N2-(pyridin-2-ylmethyl)pyrimidine-2,4-diamine). RXN SMILES: C1(N[C:7]2[C:12]([CH3:13])=[C:11]([CH3:14])[N:10]=[C:9]([NH:15][CH2:16][C:17]3[CH:22]=[CH:21][CH:20]=[CH:19][N:18]=3)[N:8]=2)CCCC1.[F:23][C:24]1[CH:25]=[CH:26][C:27]([CH3:31])=[C:28]([NH2:30])[CH:29]=1>>[F:23][C:24]1[CH:25]=[CH:26][C:27]([CH3:31])=[C:28]([NH:30][C:7]2[C:12]([CH3:13])=[C:11]([CH3:14])[N:10]=[C:9]([NH:15][CH2:16][C:17]3[CH:22]=[CH:21][CH:20]=[CH:19][N:18]=3)[N:8]=2)[CH:29]=1. Procedure details: The titled compound was synthesized according to the procedure described for preparation of N4-cyclopentyl-5,6-dimethyl-N2-(pyridin-2-ylmethyl)pyrimidine-2,4-diamine (Example 29) using (5-fluoro-2-methylphenyl)amine instead of cyclopentanamine. The crude material was purified by column chromatography eluting with mixture of chloroform/ethanol/20% water solution of ammonia (200:10:1), and then the final product was washed with diethyl ether to afford the titled compound as a white solid. 1H NMR (...